Dataset: the Open Reaction Database (ORD), a public repository of structured organic reaction records. Task: describe an organic reaction: reactants, conditions, products, and yield Yields the product OC1=C(C=NN1C1=NC=C(C(=O)NC2(CC2)CCOC)C=C1)C1=CC(=NC=C1)OC (6-(5-hydroxy-4-(2-methoxypyridin-4-yl)-1H-pyrazol-1-yl)-N-(1-(2-methoxyethyl)cyclopropyl)nicotinamide). Reaction SMILES: [OH:1][C:2]1[N:6]([C:7]2[CH:15]=[CH:14][C:10]([C:11](O)=[O:12])=[CH:9][N:8]=2)[N:5]=[CH:4][C:3]=1[C:16]1[CH:21]=[CH:20][N:19]=[C:18]([O:22][CH3:23])[CH:17]=1.[CH3:24][O:25][CH2:26][CH2:27][C:28]1([NH2:31])[CH2:30][CH2:29]1>>[OH:1][C:2]1[N:6]([C:7]2[CH:15]=[CH:14][C:10]([C:11]([NH:31][C:28]3([CH2:27][CH2:26][O:25][CH3:24])[CH2:30][CH2:29]3)=[O:12])=[CH:9][N:8]=2)[N:5]=[CH:4][C:3]=1[C:16]1[CH:21]=[CH:20][N:19]=[C:18]([O:22][CH3:23])[CH:17]=1. Starting materials: OC1=C(C=NN1C1=NC=C(C(=O)O)C=C1)C1=CC(=NC=C1)OC (6-(5-hydroxy-4-(2-methoxypyridin-4-yl)-1H-pyrazol-1-yl)nicotinic acid), COCCC1(CC1)N (1-(2-methoxyethyl)cyclopropanamine). Procedure: The title compound was prepared in a manner similar to Example 198 using 6-(5-hydroxy-4-(2-methoxypyridin-4-yl)-1H-pyrazol-1-yl)nicotinic acid and 1-(2-methoxyethyl)cyclopropanamine. 1H NMR (400 MHz, DMSO-d6) δ ppm 0.57-0.73 (m, 4H) 1.79 (t, J=7.1 Hz, 2H) 3.14 (s, 3H) 3.39 (t, J=7.1 Hz, 2H) 3.79 (s, 3H) 7.37 (br. s., 1H) 7.44 (br. s., 1H) 7.99 (d, J=5.6 Hz, 1H) 8.31 (d, J=7.8 Hz, 2H) 8.57 (br. s., 1H) 8.77 (s, 1H) 8.79-8.84 (m, 1H) 13.52 (br. s., 1H). MS m/z 410 [M+H]+. Reactants: C(C)(C)(C)[C@@H](CCC)N(N)C(C1=CC(=CC(=C1)C)C)=O ((R)-3,5-dimethyl-benzoic acid N-(1-tert-butyl-butyl)-hydrazide), C(C)C1=C(C(=O)Cl)C=CC=C1OC (2-ethyl-3-methoxybenzoyl chloride). The product is C(C)(C)(C)[C@@H](CCC)N(NC(C1=C(C(=CC=C1)OC)CC)=O)C(C1=CC(=CC(=C1)C)C)=O ((R)-3,5-dimethyl-benzoic acid N-(1-tert-butyl-butyl)-N′-(2-ethyl-3-methoxy-benzoyl)-hydrazide). Reaction SMILES: [C:1]([C@H:5]([N:9]([C:11](=[O:20])[C:12]1[CH:17]=[C:16]([CH3:18])[CH:15]=[C:14]([CH3:19])[CH:13]=1)[NH2:10])[CH2:6][CH2:7][CH3:8])([CH3:4])([CH3:3])[CH3:2].[CH2:21]([C:23]1[C:31]([O:32][CH3:33])=[CH:30][CH:29]=[CH:28][C:24]=1[C:25](Cl)=[O:26])[CH3:22]>>[C:1]([C@H:5]([N:9]([C:11](=[O:20])[C:12]1[CH:17]=[C:16]([CH3:18])[CH:15]=[C:14]([CH3:19])[CH:13]=1)[NH:10][C:25](=[O:26])[C:24]1[CH:28]=[CH:29][CH:30]=[C:31]([O:32][CH3:33])[C:23]=1[CH2:21][CH3:22])[CH2:6][CH2:7][CH3:8])([CH3:4])([CH3:2])[CH3:3]. Procedure details: Briefly, benzyl carbazate (compound A) was reacted with pivaldehyde to give (E)-N′-(2,2-dimethyl-propylidene)-hydrazinecarboxylic acid benzyl ester (compound B). Compound B was reacted with (S,S)-2-allyl-2-chloro-3,4-dimethyl-5-phenyl-[1,3,2]oxazasilolidine (Compound C; see Leighton et al., J. Am. Chem. Soc. 125:9596 (2003) and WO 03/074534) to give (R)—N′-(1-tert-butyl-but-3-enyl)-hydrazinecarboxylic acid benzyl ester (compound D). Compound D was reacted with 3,5-dimethyl benzoyl chloride to gi... Yield: 112.5%. Reactants: ClC1=C2C(=NC=C1)NC=C2 (4-chloro-1H-pyrrolo[2,3-b]pyridine), C[Si](CCOCCl)(C)C ([β-(trimethylsilyl)ethoxy]methyl chloride), CN(C=O)C (N,N-dimethylformamide), [H-].[Na+] (sodium hydride). The product is ClC1=C2C(=NC=C1)N(C=C2)COCC[Si](C)(C)C (4-Chloro-1-[2-(trimethylsilyl)ethoxy]methyl-1H-pyrrolo[2,3-b]pyridine). Procedure: To a 0° C. solution of 4-chloro-1H-pyrrolo[2,3-b]pyridine (0.50 g, 0.0033 mol) and [β-(trimethylsilyl)ethoxy]methyl chloride (0.75 mL, 0.0043 mol) in N,N-dimethylformamide (5 mL, 0.06 mol) was added sodium hydride (0.17 g, 0.0043 mol). The resulting mixture was stirred overnight and partitioned between ethyl acetate and water (×2), and the organic layer was washed with sat. NaCl. The organic layer was then dried under vacuum to produce 1.05 g of an orange oil which was chromatographed with 15% e... Conditions: time 8 hour. RXN SMILES: [Cl:1][C:2]1[CH:7]=[CH:6][N:5]=[C:4]2[NH:8][CH:9]=[CH:10][C:3]=12.[CH3:11][Si:12]([CH3:19])([CH3:18])[CH2:13][CH2:14][O:15][CH2:16]Cl.CN(C)C=O.[H-].[Na+]>>[Cl:1][C:2]1[CH:7]=[CH:6][N:5]=[C:4]2[N:8]([CH2:16][O:15][CH2:14][CH2:13][Si:12]([CH3:19])([CH3:18])[CH3:11])[CH:9]=[CH:10][C:3]=12 |f:3.4|. Reactants: COC=1C(=CC=CC1)N (o-anisidine), [N+](=O)([O-])C=1C=C(C=CC1)S(=O)(=O)Cl (3-nitrobenzenesulfonyl chloride). The product is COC1=C(C=CC=C1)NS(=O)(=O)C1=CC(=CC=C1)[N+](=O)[O-] (N-(2-Methoxyphenyl)-3-nitrobenzenesulfonamide). The yield is 89.5%. RXN SMILES: [CH3:1][O:2][C:3]1[C:4]([NH2:9])=[CH:5][CH:6]=[CH:7][CH:8]=1.[N+:10]([C:13]1[CH:14]=[C:15]([S:19](Cl)(=[O:21])=[O:20])[CH:16]=[CH:17][CH:18]=1)([O-:12])=[O:11]>>[CH3:1][O:2][C:3]1[CH:8]=[CH:7][CH:6]=[CH:5][C:4]=1[NH:9][S:19]([C:15]1[CH:16]=[CH:17][CH:18]=[C:13]([N+:10]([O-:12])=[O:11])[CH:14]=1)(=[O:20])=[O:21]. Reported procedure: Using o-anisidine (1.0 ml, 8.55 mmol) and 3-nitrobenzenesulfonyl chloride (1.95 g, 8.55 mmol), the procedure of Reference Example 2 was repeated to obtain 2.36 g (89.5%) of the title compound in the form of light yellow needle crystals. Starting materials: CC(=O)CC(=O)Nc1ccccc1, Cc1ccccc1, O, OCCS, Cc1ccc(S(=O)(=O)O)cc1. Product: CC1(CC(=O)Nc2ccccc2)OCCS1. Reaction SMILES: [C:17]([CH2:18][C:19](=[O:20])[CH3:21])(=[O:22])[NH:23][c:24]1[cH:25][cH:26][cH:27][cH:28][cH:29]1.[CH3:30][c:31]1[cH:32][cH:33][cH:34][cH:35][cH:36]1.[OH2:1].[SH:13][CH2:14][CH2:15][OH:16].[c:2]1([CH3:3])[cH:4][cH:5][c:6]([S:7]([OH:8])(=[O:9])=[O:10])[cH:11][cH:12]1>>[S:13]1[CH2:14][CH2:15][O:16][C:19]1([CH2:18][C:17](=[O:22])[NH:23][c:24]1[cH:25][cH:26][cH:27][cH:28][cH:29]1)[CH3:21]. The reactants are BrC=1C(=C(C=CC1)O)F (3-bromo-2-fluoro-phenol), C(C)OC(C#CC)=O (ethyl-2-butynoate), N12CCCCCC2=NCCC1 (1,8-diazabicyclo[5.4.0]undec-7-ene). The solvent is O1CCCC1 (tetrahydrofuran), O1CCCC1 (tetrahydrofuran). The product is C(C)OC(\C=C(/C)\OC1=C(C(=CC=C1)Br)F)=O ((E)-3-(3-bromo-2-fluoro-phenoxy)-but-2-enoic acid ethyl ester). Yield: 69.5%. Reaction SMILES: [Br:1][C:2]1[C:3]([F:9])=[C:4]([OH:8])[CH:5]=[CH:6][CH:7]=1.[CH2:10]([O:12][C:13](=[O:17])[C:14]#[C:15][CH3:16])[CH3:11].N12CCCN=C1CCCCC2>O1CCCC1>[CH2:10]([O:12][C:13](=[O:17])/[CH:14]=[C:15](/[O:8][C:4]1[CH:5]=[CH:6][CH:7]=[C:2]([Br:1])[C:3]=1[F:9])\[CH3:16])[CH3:11]. Procedure details: To a stirred mixture of 3-bromo-2-fluoro-phenol (19.5 g, 0.102 mol) and ethyl-2-butynoate (22.0 g, 0.196 mol) in tetrahydrofuran (100 mL) was added 1,8-diazabicyclo[5.4.0]undec-7-ene (15.6 g, 0.102 mol) slowly. After addition was complete the mixture was stirred at reflux for overnight. Upon completion of the reaction the tetrahydrofuran was removed in vacuo and the residue was diluted in diethyl ether and washed first with 1N aqueous hydrochloric acid, then 10% aqueous sodium hydroxide solution... The reactants are [N+](=O)([O-])C1=CC=C(CBr)C=C1 (4-Nitrobenzyl bromide), C(=O)(OCC)N1NC(C2=CC=CC=C12)=O (1,2-dihydro-1-carboethoxy-3H-indazol-3-one), [OH-].[K+] (potassium hydroxide). The solvent is C(C)O (ethanol). Yields the product C(=O)(OCC)N1N(C(C2=CC=CC=C12)=O)CC1=CC=C(C=C1)[N+](=O)[O-] (1,2-dihydro-1-carboethoxy-2-(4-nitrobenzyl)-3H-indazol-3-one). Isolated yield 59.0%. RXN SMILES: [N+:1]([C:4]1[CH:11]=[CH:10][C:7]([CH2:8]Br)=[CH:6][CH:5]=1)([O-:3])=[O:2].[C:12]([N:17]1[C:25]2[C:20](=[CH:21][CH:22]=[CH:23][CH:24]=2)[C:19](=[O:26])[NH:18]1)([O:14][CH2:15][CH3:16])=[O:13].[OH-].[K+]>C(O)C>[C:12]([N:17]1[C:25]2[C:20](=[CH:21][CH:22]=[CH:23][CH:24]=2)[C:19](=[O:26])[N:18]1[CH2:8][C:7]1[CH:10]=[CH:11][C:4]([N+:1]([O-:3])=[O:2])=[CH:5][CH:6]=1)([O:14][CH2:15][CH3:16])=[O:13] |f:2.3|. Procedure details: 4-Nitrobenzyl bromide (540 mg) was added to a mixture of 1,2-dihydro-1-carboethoxy-3H-indazol-3-one (206 mg) and potassium hydroxide (67 mg) in ethanol (10 ml). The mixture was heated under reflux for 30 minutes. The cooled solution was clarified by filtration and the filtrate was evaporated. The residue was purified by column chromatography using methylene chloride as eluant to give 1,2-dihydro-1-carboethoxy-2-(4-nitrobenzyl)-3H-indazol-3-one (Ex. 39) as a solid, m.p. 123-124° C. in 59% yield. Solvent: C1(=CC=CC=C1)C (toluene). Starting materials: FC1=CC=C(C=C1)C1=NC(=CC(=C1)O)C (2-(4-fluorophenyl)-4-hydroxy-6-methylpyridine), BrCCCCCl (1-bromo-4-chlorobutane). Product: ClCCCCOC1=CC(=NC(=C1)C)C1=CC=C(C=C1)F (4-(4-Chlorobutoxy)-2-(4-fluorophenyl)-6-methylpyridine). Procedure details: A mixture of 2.5 g of 2-(4-fluorophenyl)-4-hydroxy-6-methylpyridine, 3.16 g of 1-bromo-4-chlorobutane, 1.7 g of silver carbonate, and 100 ml of toluene was refluxed for 40 hours. This reaction mixture was filtered to remove insolubles and the filtrate was concentrated. The residue was purified with silica gel column chromatography to provide 1.45 g of the title compound as white crystals. Reagents/catalysts: C([O-])([O-])=O.[Ag+2] (silver carbonate). RXN SMILES: [F:1][C:2]1[CH:7]=[CH:6][C:5]([C:8]2[CH:13]=[C:12]([OH:14])[CH:11]=[C:10]([CH3:15])[N:9]=2)=[CH:4][CH:3]=1.Br[CH2:17][CH2:18][CH2:19][CH2:20][Cl:21]>C(=O)([O-])[O-].[Ag+2].C1(C)C=CC=CC=1>[Cl:21][CH2:20][CH2:19][CH2:18][CH2:17][O:14][C:12]1[CH:11]=[C:10]([CH3:15])[N:9]=[C:8]([C:5]2[CH:4]=[CH:3][C:2]([F:1])=[CH:7][CH:6]=2)[CH:13]=1 |f:2.3|. The yield is 40.1%. Yield: 96.2%. The reactants are CC1=CC=C(C(=O)OC)C=C1 (methyl 4-methylbenzoate), BrBr (bromine). Procedure details: A solution of 15.0 g (0.1 mole) of methyl 4-methylbenzoate in 150 ml of carbon tetrachloride was stirred and heated to reflux with a 350 watt tungsten lamp. A solution of 16.0 g (0.1 mole) of bromine in 150 ml of carbon tetrachloride was added over 3 minutes by an addition funnel. The colorless reaction mixture was evaporated to give 22.03 g (97% yield) of the title compound as colorless prisms. The reagents and catalysts are [W] (tungsten). Solvent: C(Cl)(Cl)(Cl)Cl (carbon tetrachloride), C(Cl)(Cl)(Cl)Cl (carbon tetrachloride). RXN SMILES: [CH3:1][C:2]1[CH:11]=[CH:10][C:5]([C:6]([O:8][CH3:9])=[O:7])=[CH:4][CH:3]=1.[Br:12]Br>C(Cl)(Cl)(Cl)Cl.[W]>[Br:12][CH2:1][C:2]1[CH:11]=[CH:10][C:5]([C:6]([O:8][CH3:9])=[O:7])=[CH:4][CH:3]=1. The product is BrCC1=CC=C(C(=O)OC)C=C1 (Methyl 4-bromomethylbenzoate). The reactants are N#CCBr, O=C([O-])[O-], CCOC(=O)C(C(=O)OCC)c1ccc(O)cc1, CC(C)=O, [K+], [K+]. Yields the product CCOC(=O)C(C(=O)OCC)c1ccc(OCC#N)cc1. As a reaction SMILES: [Br:19][CH2:20][C:21]#[N:22].[C:23](=[O:24])([O-:25])[O-:26].[CH2:1]([CH3:2])[O:3][C:4](=[O:5])[CH:6]([C:7](=[O:8])[O:9][CH2:10][CH3:11])[c:12]1[cH:13][cH:14][c:15]([OH:18])[cH:16][cH:17]1.[CH3:29][C:30](=[O:31])[CH3:32].[K+:27].[K+:28]>>[CH2:1]([CH3:2])[O:3][C:4](=[O:5])[CH:6]([C:7](=[O:8])[O:9][CH2:10][CH3:11])[c:12]1[cH:13][cH:14][c:15]([O:18][CH2:20][C:21]#[N:22])[cH:16][cH:17]1.